This data is from the Open Reaction Database (ORD), a public repository of structured organic reaction records. The task is: describe an organic reaction: reactants, conditions, products, and yield Reactants: O=C(CON1C(=O)c2ccccc2C1=O)OC(c1ccccc1)c1ccccc1, ClCCl, CO, NN, O. Yields the product NOCC(=O)OC(c1ccccc1)c1ccccc1. Reaction SMILES: [C:1]1(=[O:2])[N:5]([O:6][CH2:7][C:8](=[O:9])[O:10][CH:11]([c:12]2[cH:13][cH:14][cH:15][cH:16][cH:17]2)[c:18]2[cH:19][cH:20][cH:21][cH:22][cH:23]2)[C:3](=[O:4])[c:24]2[cH:25][cH:26][cH:27][cH:28][c:29]21.[CH2:33]([Cl:34])[Cl:35].[CH3:36][OH:37].[NH2:31][NH2:32].[OH2:30]>>[NH2:5][O:6][CH2:7][C:8](=[O:9])[O:10][CH:11]([c:12]1[cH:13][cH:14][cH:15][cH:16][cH:17]1)[c:18]1[cH:19][cH:20][cH:21][cH:22][cH:23]1. Reactants: CCO, CC(C)(c1cccc(Cl)c1)C1CCC(=O)CC1. Yields the product CC(C)(C1=CCC(=O)CC1)c1cccc(Cl)c1. Reaction SMILES: [CH3:18][CH2:19][OH:20].[Cl:1][c:2]1[cH:3][c:4]([C:8]([CH3:9])([CH3:10])[CH:11]2[CH2:12][CH2:13][C:14](=[O:17])[CH2:15][CH2:16]2)[cH:5][cH:6][cH:7]1>>[Cl:1][c:2]1[cH:3][c:4]([C:8]([CH3:9])([CH3:10])[C:11]2=[CH:12][CH2:13][C:14](=[O:17])[CH2:15][CH2:16]2)[cH:5][cH:6][cH:7]1. Starting materials: O=C1N(C2=CC=CC=C2C=C1)C1=NC=CC(=C1)C1=C(C(=CC2=CC(=C(C=C12)OC)OC)CO)CO (1-[2-(2-oxo-1,2-dihydroquinolin-1-yl)-4-pyridyl]-2,3-bis(hydroxymethyl)-6,7-dimethoxynaphthalene), [H-].[Na+] (sodium hydride), BrCC(=O)OCC (ethyl bromo-acetate), C(C)(=O)OCC (ethyl acetate). Run in CN(C=O)C (dimethylformamide), O (water). Run at time 30 minute. The product is O=C1N(C2=CC=CC=C2C=C1)C1=NC=CC(=C1)C1=C(C(=CC2=CC(=C(C=C12)OC)OC)CO)COCC(=O)OCC (1-[2-(2-oxo-1,2-dihydroquinolin-1-yl)-4-pyridyl]-2-ethoxycarbonylmethoxymethyl-3-hydroxymethyl-6,7-dimethoxynaphthalene), O=C1N(C2=CC=CC=C2C=C1)C1=NC=CC(=C1)C1=C(C(=CC2=CC(=C(C=C12)OC)OC)COCC(=O)OCC)CO (1-[2-(2-oxo-1,2-dihydroquinolin-1-yl)-4-pyridyl]-2-hydroxymethyl-3-ethoxycarbonylmethoxymethyl-6,7-dimethoxynaphthalene). Reaction SMILES: [O:1]=[C:2]1[CH:11]=[CH:10][C:9]2[C:4](=[CH:5][CH:6]=[CH:7][CH:8]=2)[N:3]1[C:12]1[CH:17]=[C:16]([C:18]2[C:27]3[C:22](=[CH:23][C:24]([O:30][CH3:31])=[C:25]([O:28][CH3:29])[CH:26]=3)[CH:21]=[C:20]([CH2:32][OH:33])[C:19]=2[CH2:34][OH:35])[CH:15]=[CH:14][N:13]=1.[H-].[Na+].Br[CH2:39][C:40]([O:42][CH2:43][CH3:44])=[O:41].[C:45]([O:48][CH2:49][CH3:50])(=[O:47])[CH3:46]>CN(C)C=O.O>[O:1]=[C:2]1[CH:11]=[CH:10][C:9]2[C:4](=[CH:5][CH:6]=[CH:7][CH:8]=2)[N:3]1[C:12]1[CH:17]=[C:16]([C:18]2[C:27]3[C:22](=[CH:23][C:24]([O:30][CH3:31])=[C:25]([O:28][CH3:29])[CH:26]=3)[CH:21]=[C:20]([CH2:32][OH:33])[C:19]=2[CH2:34][O:35][CH2:39][C:40]([O:42][CH2:43][CH3:44])=[O:41])[CH:15]=[CH:14][N:13]=1.[O:1]=[C:2]1[CH:11]=[CH:10][C:9]2[C:4](=[CH:5][CH:6]=[CH:7][CH:8]=2)[N:3]1[C:12]1[CH:17]=[C:16]([C:18]2[C:27]3[C:22](=[CH:23][C:24]([O:30][CH3:31])=[C:25]([O:28][CH3:29])[CH:26]=3)[CH:21]=[C:20]([CH2:32][O:33][CH2:46][C:45]([O:48][CH2:49][CH3:50])=[O:47])[C:19]=2[CH2:34][OH:35])[CH:15]=[CH:14][N:13]=1 |f:1.2|. Procedure: To a solution of 1-[2-(2-oxo-1,2-dihydroquinolin-1-yl)-4-pyridyl]-2,3-bis(hydroxymethyl)-6,7-dimethoxynaphthalene (468 mg) in dimethylformamide (5 ml) is added sodium hydride (60 mg), and the mixture is stirred for 30 minutes. The mixture is cooled with ice, and thereto is added dropwise ethyl bromo-acetate (0.17 ml), and the mixture is stirred overnight. To the residue are added ethyl acetate and water, and the ethyl acetate layer is separated, washed, dried and concentrated under reduced press... Starting materials: C1(=CC=C(C=C1)S(=O)(=O)Cl)C (p-toluenesulfonyl chloride), CC1([NH+](C2=CC=C(C=C2C=C1)C)[O-])C (2,6 dimethylquinaldine N-oxide). Run in ClC(C)Cl (dichloroethane). Reaction conditions: temperature 100 celsius. Yields the product ClCC1=NC2=CC=C(C=C2C=C1)C (2-(Chloromethyl)-6-methylquinoline). Yield: 59.8%. As a reaction SMILES: C1(C)C=CC(S([Cl:10])(=O)=O)=CC=1.[CH3:12][C:13]1(C)[CH:22]=[CH:21][C:20]2[C:15](=[CH:16][CH:17]=[C:18]([CH3:23])[CH:19]=2)[NH+:14]1[O-]>ClC(Cl)C>[Cl:10][CH2:12][C:13]1[CH:22]=[CH:21][C:20]2[C:15](=[CH:16][CH:17]=[C:18]([CH3:23])[CH:19]=2)[N:14]=1. Reported procedure: To a stirring solution of p-toluenesulfonyl chloride (6.19 g, 0.0325 mol) in dichloroethane (75 mL) was added 2,6 dimethylquinaldine N-oxide (2) (5 g, 0.0289 mol) under N2. The reaction mixture was then heated to 100° C. for 24 hours, cooled, concentrated and extracted with 10% K2CO3 and ethyl acetate. The organic layer was dried with MgSO4, concentrated and purified on a small silica flash column (2:1 dichloromethane:hexanes). The resulting yellow solid was then recrystallized in hexanes to aff... The reactants are Cl.CC1(CCNCC1)C(=O)OCC (ethyl 4-methylpiperidine-4-carboxylate hydrochloride), CCN(C(C)C)C(C)C (DIPEA), BrC=1C=NC(=NC1)Cl (5-bromo-2-chloropyrimidine). Solvent: CCO (EtOH). Conditions: time 10 minute. Yields the product BrC=1C=NC(=NC1)N1CCC(CC1)(C(=O)OCC)C (Ethyl 1-(5-bromopyrimidin-2-yl)-4-methylpiperidine-4-carboxylate), compound. The yield is 75.0%. Reaction SMILES: Cl.[CH3:2][C:3]1([C:9]([O:11][CH2:12][CH3:13])=[O:10])[CH2:8][CH2:7][NH:6][CH2:5][CH2:4]1.CCN(C(C)C)C(C)C.[Br:23][C:24]1[CH:25]=[N:26][C:27](Cl)=[N:28][CH:29]=1>CCO>[Br:23][C:24]1[CH:25]=[N:26][C:27]([N:6]2[CH2:7][CH2:8][C:3]([CH3:2])([C:9]([O:11][CH2:12][CH3:13])=[O:10])[CH2:4][CH2:5]2)=[N:28][CH:29]=1 |f:0.1|. Procedure: To the solution of ethyl 4-methylpiperidine-4-carboxylate hydrochloride (0.9 g, 4.35 mmol) in EtOH (10 mL) was added DIPEA (2.30 mL, 13 mmol) at rt. The resulted mixture was stirred at rt for 10 minutes followed by addition of 5-bromo-2-chloropyrimidine (0.7 g, 3.6 mmol). The mixture was heated up to 70° C. for 1 h. After completion of reaction (by TLC), solvent was evaporated and the crude residue was purified over 100-200 M silica-gel by using 1.5% EtOAc:hexane to obtain the desired product as... The reactants are N#CCBr, CCCCCc1c(-c2ccccc2)n(C)c2ccc(-c3ccc(O)cc3)cc12, CC(C)=O, [K+], [K+], O=C([O-])[O-]. The product is CCCCCc1c(-c2ccccc2)n(C)c2ccc(-c3ccc(OCC#N)cc3)cc12. Reaction SMILES: [Br:35][CH2:36][C:37]#[N:38].[CH3:1][n:2]1[c:3](-[c:23]2[cH:24][cH:25][cH:26][cH:27][cH:28]2)[c:4]([CH2:18][CH2:19][CH2:20][CH2:21][CH3:22])[c:5]2[cH:6][c:7](-[c:11]3[cH:12][cH:13][c:14]([OH:17])[cH:15][cH:16]3)[cH:8][cH:9][c:10]12.[CH3:39][C:40](=[O:41])[CH3:42].[K+:29].[K+:30].[O-:31][C:32]([O-:33])=[O:34]>>[CH3:1][n:2]1[c:3](-[c:23]2[cH:24][cH:25][cH:26][cH:27][cH:28]2)[c:4]([CH2:18][CH2:19][CH2:20][CH2:21][CH3:22])[c:5]2[cH:6][c:7](-[c:11]3[cH:12][cH:13][c:14]([O:17][CH2:36][C:37]#[N:38])[cH:15][cH:16]3)[cH:8][cH:9][c:10]12. The reactants are O=[N+]([O-])c1ccc(CCBr)cc1, O=C([O-])[O-], CN1CCNCC1, CS(C)=O, [K+], [K+]. Yields the product CN1CCN(CCc2ccc([N+](=O)[O-])cc2)CC1. As a reaction SMILES: [Br:1][CH2:2][CH2:3][c:4]1[cH:5][cH:6][c:7]([N+:10](=[O:11])[O-:12])[cH:8][cH:9]1.[C:20](=[O:21])([O-:22])[O-:23].[CH3:13][N:14]1[CH2:15][CH2:16][NH:17][CH2:18][CH2:19]1.[CH3:26][S:27]([CH3:28])=[O:29].[K+:24].[K+:25]>>[CH2:2]([CH2:3][c:4]1[cH:5][cH:6][c:7]([N+:10](=[O:11])[O-:12])[cH:8][cH:9]1)[N:17]1[CH2:16][CH2:15][N:14]([CH3:13])[CH2:19][CH2:18]1. The reactants are N (NH3), CO (MeOH), O=C1CCN(CC1)C(=O)OC(C)(C)C (t-Butyl 4-oxo-1-piperidine-carboxylate), N (NH3), CO (MeOH), [C-]#N.[Na+] (NaCN), [NH4+].[Cl-] (NH4Cl). Reaction conditions: time 2 hour. The product is C(C)(C)(C)OC(=O)N1CCC(CC1)(C#N)N (4-Amino-4-cyano-piperidine-1-carboxylic acid t-butyl ester). Reaction SMILES: O=[C:2]1[CH2:7][CH2:6][N:5]([C:8]([O:10][C:11]([CH3:14])([CH3:13])[CH3:12])=[O:9])[CH2:4][CH2:3]1.[NH3:15].[C-]#N.[Na+].[NH4+:19].[Cl-].[CH3:21]O>>[C:11]([O:10][C:8]([N:5]1[CH2:6][CH2:7][C:2]([NH2:19])([C:21]#[N:15])[CH2:3][CH2:4]1)=[O:9])([CH3:14])([CH3:13])[CH3:12] |f:2.3,4.5|. Procedure: t-Butyl 4-oxo-1-piperidine-carboxylate (10 g, 50 mmol, 1.0 equiv) was dissolved 100 mL of 2 M NH3 in MeOH. NaCN (2.7 g, 55 mmol, 1.1 equiv) and NH4Cl (3 g, 55 mmol, 1.1 equiv) were added and the resulting mixture was refluxed for 2 h at which time an additional 100 mL of 2 M NH3 in MeOH was added followed by another 2 h of reflux. The reaction mixture was cooled and filtered. The MeOH was removed in vacuo and the residue triturated with 100 mL of CH2Cl2 and filtered again. The filtrate was conce... Starting materials: BrC1=CC(=C(C=C1)O)C(OC)OC (4-bromo-2-dimethoxymethylphenol), C1(=CC=CC=C1)P(C1=CC=CC=C1)C1=CC=CC=C1 (triphenylphosphine), OCCN(C(OC(C)(C)C)=O)C (t-butyl 2-hydroxyethylmethylcarbamate), N(=NC(=O)OC(C)C)C(=O)OC(C)C (diisopropyl azodicarboxylate). The solvent is C1=CC=CC=C1 (benzene). Run at temperature 0 celsius. Product: BrC1=CC(=C(OCCN(C(OC(C)(C)C)=O)C)C=C1)C(OC)OC (t-butyl 2-(4-bromo-2-(dimethoxymethyl)phenoxy)ethylmethylcarbamate). As a reaction SMILES: [Br:1][C:2]1[CH:7]=[CH:6][C:5]([OH:8])=[C:4]([CH:9]([O:12][CH3:13])[O:10][CH3:11])[CH:3]=1.C1(P(C2C=CC=CC=2)C2C=CC=CC=2)C=CC=CC=1.O[CH2:34][CH2:35][N:36]([CH3:44])[C:37](=[O:43])[O:38][C:39]([CH3:42])([CH3:41])[CH3:40].N(C(OC(C)C)=O)=NC(OC(C)C)=O>C1C=CC=CC=1>[Br:1][C:2]1[CH:7]=[CH:6][C:5]([O:8][CH2:34][CH2:35][N:36]([CH3:44])[C:37](=[O:43])[O:38][C:39]([CH3:41])([CH3:40])[CH3:42])=[C:4]([CH:9]([O:12][CH3:13])[O:10][CH3:11])[CH:3]=1. Reported procedure: To a solution of 4-bromo-2-dimethoxymethylphenol (6.00 g, 24.3 mmol) in benzene (100 ml) were added triphenylphosphine (7.63 g, 29.1 mmol) and t-butyl 2-hydroxyethylmethylcarbamate (5.10 g, 29.1 mmol) synthesized in step 1). The reaction solution was cooled to 0° C. in an ice bath, and diisopropyl azodicarboxylate (5.88 g. 5.73 ml, 29.1 mmol) was dropwise added thereto, after which it was allowed to react for 1 hour. Following extraction with brine and ethyl acetate, the organic layer was dried ... The reactants are O (water), [F-].C(CCC)[N+](CCCC)(CCCC)CCCC (Tetrabutylammonium fluoride), [Si](C)(C)(C(C)(C)C)OC1=C(C(=CC=C1\C=C/C1=CC(=C(C(=C1)OC)OC)OC)OCC=C)O[Si](C)(C)C(C)(C)C (1,2-di(t-butyldimethylsilyloxy)-3-allyloxy-6-[(Z)-2-(3,4,5-trimethoxyphenyl)vinyl]-benzene), C(C)(=O)O (acetic acid). Solvent: C1CCOC1 (THF). Product: OC1=C(C(=CC=C1\C=C/C1=CC(=C(C(=C1)OC)OC)OC)OCC=C)O (1,2-Dihydroxy-3-allyloxy-6-[(Z)-2-(3,4,5-trimethoxyphenyl)vinyl]-benzene). As a reaction SMILES: [F-].C([N+](CCCC)(CCCC)CCCC)CCC.[Si]([O:26][C:27]1[C:32](/[CH:33]=[CH:34]\[C:35]2[CH:40]=[C:39]([O:41][CH3:42])[C:38]([O:43][CH3:44])=[C:37]([O:45][CH3:46])[CH:36]=2)=[CH:31][CH:30]=[C:29]([O:47][CH2:48][CH:49]=[CH2:50])[C:28]=1[O:51][Si](C(C)(C)C)(C)C)(C(C)(C)C)(C)C.C(O)(=O)C.O>C1COCC1>[OH:26][C:27]1[C:32](/[CH:33]=[CH:34]\[C:35]2[CH:36]=[C:37]([O:45][CH3:46])[C:38]([O:43][CH3:44])=[C:39]([O:41][CH3:42])[CH:40]=2)=[CH:31][CH:30]=[C:29]([O:47][CH2:48][CH:49]=[CH2:50])[C:28]=1[OH:51] |f:0.1|. Procedure: Tetrabutylammonium fluoride (0.24 mL, 0.24 mmol, 1M in THF) was added to a solution of 1,2-di(t-butyldimethylsilyloxy)-3-allyloxy-6-[(Z)-2-(3,4,5-trimethoxyphenyl)vinyl]-benzene (69 mg, 0.120 mmol) and glacial acetic acid (14 μL, 0.24 mmol) in THF 4 mL at 0° C. The reaction mixture was allowed to warm to rt overnight, then cooled to 0° C. and water was added. The reaction mixture was extracted with t-BuOMe (3×) and the organic phase was dried (Na2SO4) and evaporated to dryness. Purification by c...